This data is from the Open Reaction Database (ORD), a public repository of structured organic reaction records. The task is: describe an organic reaction: reactants, conditions, products, and yield Starting materials: C1CCOC1, O=C(NCCCl)Nc1ccnc2ccccc12, [Na+], O=C([O-])O, c1ccc(OC2CCNCC2)cc1. The product is O=C(NCCN1CCC(Oc2ccccc2)CC1)Nc1ccnc2ccccc12. Reaction SMILES: [CH2:36]1[O:37][CH2:38][CH2:39][CH2:40]1.[Cl:14][CH2:15][CH2:16][NH:17][C:18](=[O:19])[NH:20][c:21]1[cH:22][cH:23][n:24][c:25]2[cH:26][cH:27][cH:28][cH:29][c:30]12.[Na+:35].[O-:31][C:32]([OH:33])=[O:34].[O:1]([c:2]1[cH:3][cH:4][cH:5][cH:6][cH:7]1)[CH:8]1[CH2:9][CH2:10][NH:11][CH2:12][CH2:13]1>>[O:1]([c:2]1[cH:3][cH:4][cH:5][cH:6][cH:7]1)[CH:8]1[CH2:9][CH2:10][N:11]([CH2:15][CH2:16][NH:17][C:18](=[O:19])[NH:20][c:21]2[cH:22][cH:23][n:24][c:25]3[cH:26][cH:27][cH:28][cH:29][c:30]23)[CH2:12][CH2:13]1. Starting materials: C(#N)C=1C=2CC3=C(NC(C=4N3C=CN4)=O)C2C=CC1 (9-cyano-5H,10H-imidazo[1,2-a]indeno[1,2-e]pyrazin-4-one), FC(C(=O)O)(F)F (trifluoroacetic acid), Cl (hydrochloric acid). The reagents and catalysts are [Pd] (palladium-on-charcoal). The solvent is C(C)(=O)O (acetic acid), C(C)(=O)O (acetic acid), CO (methanol). Reaction conditions: time 20 hour. The product is Cl.Cl.NCC=1C=2CC3=C(NC(C=4N3C=CN4)=O)C2C=CC1 (9-aminomethyl-5H,10H-imidazo[1,2-a]indeno[1,2-e]pyrazin-4-one dihydrochloride). Reaction SMILES: [C:1]([C:3]1[C:4]2[CH2:5][C:6]3[N:11]4[CH:12]=[CH:13][N:14]=[C:10]4[C:9](=[O:15])[NH:8][C:7]=3[C:16]=2[CH:17]=[CH:18][CH:19]=1)#[N:2].FC(F)(F)C(O)=O.[ClH:27]>C(O)(=O)C.CO.[Pd]>[ClH:27].[ClH:27].[NH2:2][CH2:1][C:3]1[C:4]2[CH2:5][C:6]3[N:11]4[CH:12]=[CH:13][N:14]=[C:10]4[C:9](=[O:15])[NH:8][C:7]=3[C:16]=2[CH:17]=[CH:18][CH:19]=1 |f:6.7.8|. Procedure details: A mixture of 0.25 g of 9-cyano-5H,10H-imidazo[1,2-a]indeno[1,2-e]pyrazin-4-one, 10 ml of acetic acid, 10 ml of trifluoroacetic acid and 20 mg of 10% palladium-on-charcoal is hydrogenated in an autoclave under a pressure of 50 bar for 20 hours. The suspension is filtered and washed with acetic acid. The filtrate is concentrated to dryness under reduced pressure (15 mm Hg; 2 Kpa) at 40° C. The solid obtained is dissolved in a mixture of 50 ml of acetic acid and 10 ml of concentrated hydrochloric a... The yield is 18.4%. Run at time 1 hour. Solvent: C(C)#N (acetonitrile), C(C)#N (acetonitrile). As a reaction SMILES: C(N(C(C)C)CC)(C)C.C1(P(Cl)(C2C=CC=CC=2)=O)C=CC=CC=1.[OH:25][C@@H:26]([C@H:28]1[C:48](=[O:49])[N:30]2[CH:31]([C:35]([O:37]CC3C=CC([N+]([O-])=O)=CC=3)=[O:36])[C:32](=O)[CH2:33][C@H:29]12)[CH3:27].[CH3:50][N+:51]1([CH3:57])[CH2:55][CH2:54][C@H:53]([SH:56])[CH2:52]1.C(NC(C)C)(C)C>C(#N)C>[CH3:50][N+:51]1([CH3:57])[CH2:55][CH2:54][C@H:53]([S:56][C:32]2[CH2:33][C@@H:29]3[C@@H:28]([C@H:26]([OH:25])[CH3:27])[C:48](=[O:49])[N:30]3[C:31]=2[C:35]([O-:37])=[O:36])[CH2:52]1. Starting materials: C[N+]1(C[C@H](CC1)S)C ((3S)-1,1-dimethyl-3-mercaptopyrrolidinium), C(C)(C)N(CC)C(C)C (diisopropylethylamine), C1(=CC=CC=C1)P(=O)(C1=CC=CC=C1)Cl (diphenylphosphoryl chloride), C(C)(C)NC(C)C (diisopropylamine), O[C@H](C)[C@@H]1[C@@H]2N(C(C(C2)=O)C(=O)OCC2=CC=C(C=C2)[N+](=O)[O-])C1=O (4-nitrobenzyl (5R, 6S)-6-[(1R)-1-hydroxyethyl]-2oxo-1-carbapenam-3-carboxylate). Yields the product C[N+]1(C[C@H](CC1)SC=1C[C@H]2N(C1C(=O)[O-])C([C@@H]2[C@@H](C)O)=O)C ((5R, 6S)-2-[(3S)-1,1-Dimethylpyrrolidinium-3-ylthio]-6-[(1R)-1-hydroxyethyl]-1-carbapen-2-em-3-carboxylate). Procedure details: 183 μl of diisopropylethylamine and 218 μl of diphenylphosphoryl chloride were simultaneously added, whilst ice-cooling, to a solution of 348 mg of 4-nitrobenzyl (5R, 6S)-6-[(1R)-1-hydroxyethyl]-2oxo-1-carbapenam-3-carboxylate dissolved in 4 ml of dry acetonitrile, and the mixture was stirred at the same temperature for 1 hour. At the end of this time a solution of 338 mg of the crude (3S)-1,1-dimethyl-3-mercaptopyrrolidinium salt prepared as described in Example 5-(1) in 4 ml of dry acetonitril... Reactants: CC(C)(C)[Si](C)(C)C(F)(F)F, COC1OC(COCc2ccc(Cl)cc2)C(OCc2ccccc2)C(OCc2ccccc2)C1O, ClCCl, O=[SH](=O)[O-], Cc1cccc(C)n1. The product is COC1OC(COCc2ccc(Cl)cc2)C(OCc2ccccc2)C(OCc2ccccc2)C1O[Si](C)(C)C(C)(C)C. Reaction SMILES: [C:44]([CH3:45])([CH3:46])([CH3:47])[Si:48]([CH3:49])([CH3:50])[C:51]([F:52])([F:53])[F:54].[CH2:1]([c:2]1[cH:3][cH:4][cH:5][cH:6][cH:7]1)[O:8][CH:9]1[CH:10]([OH:35])[CH:11]([O:12][CH3:13])[O:14][CH:15]([CH2:25][O:26][CH2:27][c:28]2[cH:29][cH:30][c:31]([Cl:34])[cH:32][cH:33]2)[CH:16]1[O:17][CH2:18][c:19]1[cH:20][cH:21][cH:22][cH:23][cH:24]1.[Cl:59][CH2:60][Cl:61].[SH:55](=[O:56])(=[O:57])[O-:58].[n:36]1[c:37]([CH3:38])[cH:39][cH:40][cH:41][c:42]1[CH3:43]>>[CH2:1]([c:2]1[cH:3][cH:4][cH:5][cH:6][cH:7]1)[O:8][CH:9]1[CH:10]([O:35][Si:48]([C:44]([CH3:45])([CH3:46])[CH3:47])([CH3:49])[CH3:50])[CH:11]([O:12][CH3:13])[O:14][CH:15]([CH2:25][O:26][CH2:27][c:28]2[cH:29][cH:30][c:31]([Cl:34])[cH:32][cH:33]2)[CH:16]1[O:17][CH2:18][c:19]1[cH:20][cH:21][cH:22][cH:23][cH:24]1.